The task is: describe an organic reaction: reactants, conditions, products, and yield. This data is from the Open Reaction Database (ORD), a public repository of structured organic reaction records. Starting materials: ClC1=C(C=C(C=CC#N)C=C1)C(F)(F)F (4-chloro-3-trifluoromethyl-cinnamonitrile), Cl.NO (hydroxylamine hydrochloride), C([O-])([O-])=O.[Na+].[Na+] (sodium carbonate), C(C)O (ethanol). Run in O (water), O (water). Yields the product ClC1=C(C=C(/C=C/C(=O)[NH2]=O)C=C1)C(F)(F)F ((E)-4-chloro-3-trifluoromethyl-cinnamamide oxide). Yield: 39.9%. RXN SMILES: [Cl:1][C:2]1[CH:11]=[CH:10][C:5]([CH:6]=[CH:7]C#N)=[CH:4][C:3]=1[C:12]([F:15])([F:14])[F:13].Cl.[NH2:17][OH:18].[C:19](=[O:22])([O-])[O-].[Na+].[Na+].C(O)C>O>[Cl:1][C:2]1[CH:11]=[CH:10][C:5](/[CH:6]=[CH:7]/[C:19]([NH2:17]=[O:18])=[O:22])=[CH:4][C:3]=1[C:12]([F:15])([F:14])[F:13] |f:1.2,3.4.5|. Procedure details: 12.1 g (0.05 mol) of 4-chloro-3-trifluoromethyl-cinnamonitrile are added to a solution of 7.2 g (0.10 mol) of hydroxylamine hydrochloride, 7.3 g (0.10 mol) of sodium carbonate in 100 ml of water, and 100 ml of ethanol. The mixture is refluxed until the reaction is complete (24 hours) and the entire batch is subsequently stirred into 250. ml of water. The solid which separates out during this process is filtered off with suction, washed with a little water and dried. 5.3 g (39.3 % of theory) of (...